This data is from the Open Reaction Database (ORD), a public repository of structured organic reaction records. The task is: describe an organic reaction: reactants, conditions, products, and yield Reactants: CI (methyl iodide), N12CCCCCC2=NCCC1 (1,8-diazabicyclo[5.4.0]undec-7-ene), CC1(C(=CC(CC1)=O)C(=O)O)C1=CC=CC=C1 ((RS)-2-methyl-5-oxo-2-phenylcyclohexene-1-carboxylic acid). The solvent is CC(=O)C (acetone). The product is CC1(C(=CC(CC1)=O)C(=O)OC)C1=CC=CC=C1 (methyl (RS)-2-methyl-5-oxo-2-phenylcyclohexene-1-carboxylate). Yield: 94.2%. RXN SMILES: CI.N12CCCN=C1CCCC[CH2:4]2.[CH3:14][C:15]1([C:25]2[CH:30]=[CH:29][CH:28]=[CH:27][CH:26]=2)[CH2:20][CH2:19][C:18](=[O:21])[CH:17]=[C:16]1[C:22]([OH:24])=[O:23]>CC(C)=O>[CH3:14][C:15]1([C:25]2[CH:30]=[CH:29][CH:28]=[CH:27][CH:26]=2)[CH2:20][CH2:19][C:18](=[O:21])[CH:17]=[C:16]1[C:22]([O:24][CH3:4])=[O:23]. Procedure details: 0.88 cm3 (14 mmol) of methyl iodide and 1.8 cm3 (12 mmol) of 1,8-diazabicyclo[5.4.0]undec-7-ene, dropwise, were successively added to a solution of 2.3 g (10 mmol) of (RS)-2-methyl-5-oxo-2-phenylcyclohexene-1-carboxylic acid in 20 cm3 of acetone. The reaction mixture was subsequently heated at reflux for two hours. The acetone was subsequently concentrated, the residue was then stirred with 100 cm3 of water and then extracted with three times 30 cm3 of ethyl acetate. After drying over magnesium ...